Task: describe an organic reaction: reactants, conditions, products, and yield. Dataset: the Open Reaction Database (ORD), a public repository of structured organic reaction records The solvent is C(Cl)Cl (CH2Cl2), C(Cl)Cl (CH2Cl2), C(Cl)Cl (CH2Cl2). Yield: 88.1%. RXN SMILES: [CH2:1]([O:8][C:9]([NH:11][C@H:12]([C:22]([OH:24])=O)[CH2:13][C:14]1[CH:19]=[CH:18][C:17]([O:20][CH3:21])=[CH:16][CH:15]=1)=[O:10])[C:2]1[CH:7]=[CH:6][CH:5]=[CH:4][CH:3]=1.O[N:26]1[C:30]2C=CC=CC=2N=N1.C1CCC(N=C=NC2CCCCC2)CC1.CN>C(Cl)Cl>[CH3:30][NH:26][C:22](=[O:24])[C@H:12]([CH2:13][C:14]1[CH:19]=[CH:18][C:17]([O:20][CH3:21])=[CH:16][CH:15]=1)[NH:11][C:9]([O:8][CH2:1][C:2]1[CH:7]=[CH:6][CH:5]=[CH:4][CH:3]=1)=[O:10]. Procedure details: To a stirred solution of N-(Benzyloxycarbonyl)-O-methyl-L-tyrosine (155 g, 0.471M) in dry CH2Cl2 was added 1-hydroxybenzotriazole (63.6 g, 0.471M) followed by a solution of DCC (97.2 g, 0.471M) in CH2Cl2 (100 ml) added slowly at 0° C. After warming to room temperature over 1 hr, a solution of methylamine (30 g) in CH2Cl2 (250 ml) was added dropwise to the reaction mixture which was then stirred overnight at room temperature. The reaction was then filtered, washed with saturated aqueous sodium bi... Conditions: time 8 hour. Product: CNC([C@@H](NC(=O)OCC1=CC=CC=C1)CC1=CC=C(C=C1)OC)=O (N-(Benzyloxycarbonyl)-O-methyl-L-tyrosine N-Methylamide). Reactants: C(C1=CC=CC=C1)OC(=O)N[C@@H](CC1=CC=C(C=C1)OC)C(=O)O (N-(Benzyloxycarbonyl)-O-methyl-L-tyrosine), ON1N=NC2=C1C=CC=C2 (1-hydroxybenzotriazole), CN (methylamine), C1CCC(CC1)N=C=NC2CCCCC2 (DCC). Yield: 74.9%. RXN SMILES: [NH2:1][C:2]1[N:7]=[C:6]([N:8]2[C:17]3[C:12](=[C:13]([NH:21]CC4C=CC=CC=4)[C:14]([F:20])=[C:15]([F:19])[C:16]=3[F:18])[C:11](=[O:29])[C:10]([C:30]([O:32][CH2:33][CH3:34])=[O:31])=[CH:9]2)[C:5]([F:35])=[CH:4][C:3]=1[F:36]>[Pd].C(O)(=O)C>[NH2:21][C:13]1[C:14]([F:20])=[C:15]([F:19])[C:16]([F:18])=[C:17]2[C:12]=1[C:11](=[O:29])[C:10]([C:30]([O:32][CH2:33][CH3:34])=[O:31])=[CH:9][N:8]2[C:6]1[C:5]([F:35])=[CH:4][C:3]([F:36])=[C:2]([NH2:1])[N:7]=1. The product is NC1=C2C(C(=CN(C2=C(C(=C1F)F)F)C1=NC(=C(C=C1F)F)N)C(=O)OCC)=O (ethyl 5-amino-1-(6-amino-3,5-difluoropyridine-2-yl)-6,7,8-trifluoro-4-oxo-1,4-dihydroquinoline-3-carboxylate). Reported procedure: To 5 ml of acetic acid was added 260 mg of ethyl 1-(6-amino-3,5-difluoropyridine-2-yl)-5-benzylamino-6,7,8-trifluoro-4-oxo-1,4-dihydroquinoline-3-carboxylate together with 50 mg of 10% palladium on carbon, and the mixture was hydrogenated at room temperature for 4 hours. The catalyst was separated by filtration, and the solvent and the like were distilled off under reduced pressure. The procedure of adding 10 ml of ethanol to the residue and concentrating under reduced pressure was repeated twic... The solvent is C(C)(=O)O (acetic acid). Starting materials: NC1=C(C=C(C(=N1)N1C=C(C(C2=C(C(=C(C(=C12)F)F)F)NCC1=CC=CC=C1)=O)C(=O)OCC)F)F (ethyl 1-(6-amino-3,5-difluoropyridine-2-yl)-5-benzylamino-6,7,8-trifluoro-4-oxo-1,4-dihydroquinoline-3-carboxylate). Reaction conditions: time 4 hour. Reagents/catalysts: [Pd] (palladium on carbon). Reactants: CN(C)c1ccccc1, Nc1ncnc(O)c1N, O=P(Cl)(Cl)Cl. Yields the product Nc1ncnc(Cl)c1N. As a reaction SMILES: [CH3:10][N:11]([CH3:12])[c:13]1[cH:14][cH:15][cH:16][cH:17][cH:18]1.[NH2:1][c:2]1[n:3][cH:4][n:5][c:6]([OH:9])[c:7]1[NH2:8].[P:19]([Cl:20])([Cl:21])([Cl:22])=[O:23]>>[NH2:1][c:2]1[n:3][cH:4][n:5][c:6]([Cl:21])[c:7]1[NH2:8]. The reactants are C(C=1C(C(=O)Cl)=CC=CC1)(=O)Cl (phthaloyl dichloride), C[Si](N=C=N[Si](C)(C)C)(C)C (1,3-bis(trimethylsilyl) carbodiimide). The reagents and catalysts are [Sn](Cl)(Cl)(Cl)Cl (tin(IV) chloride). The solvent is CC1=C(C=C(C=C1)C)C (1,2,4-trimethylbenzene). Reaction conditions: temperature 60 celsius. The product is C(#N)N1C(C=2C(C1=O)=CC=CC2)=O (N-Cyanophthalimide). As a reaction SMILES: [C:1](Cl)(=[O:11])[C:2]1[C:3](=[CH:7][CH:8]=[CH:9][CH:10]=1)[C:4](Cl)=[O:5].C[Si](C)(C)[N:15]=[C:16]=[N:17][Si](C)(C)C>CC1C=CC(C)=CC=1C.[Sn](Cl)(Cl)(Cl)Cl>[C:16]([N:17]1[C:4](=[O:5])[C:3]2=[CH:7][CH:8]=[CH:9][CH:10]=[C:2]2[C:1]1=[O:11])#[N:15]. Procedure: N-Cyanophthalimide was prepared, as shown in Reaction 1, under a dry atmosphere from a 1:1 mixture of phthaloyl dichloride and 1,3-bis(trimethylsilyl) carbodiimide using 1,2,4-trimethylbenzene as solvent. Two drops of tin(IV) chloride were added as a catalyst before heating the mixture to 60° C. for six hours. The reaction mixture was cooled, filtered, and washed with chilled toluene giving yellow crystals as product. ##STR6## The reactants are C(C=C)(O)=O. The reagents and catalysts are C(=O)([O-])[O-].[Na+].[Na+] (Na2CO3), O (water), c1ccc(cc1)-c2c3ccccc3cc4ccccc24 (9-Phenylanthracene), C[N+]1=CC=CC=C1Cl.[I-]   (2-chloro-1-methylpyridin-1-ium;iodide  ). Run in CC#N (MeCN). Reaction conditions: time nan hour. The product is CN([C@@H]1C[C@H](C1)Oc2nc(Nc3cnn(C)c3)nc4[nH]cc(c5ncccc5F)c24)C(=O)C=C. Reaction SMILES: [CH3:1][O:2][c:3]1[c:28](OC)c[c:6]([CH2:7][N:8]2[C:26](=[O:27])[CH2:25][CH2:24][CH:9]2[CH2:10][CH2:11][N:12]([CH2:16][c:17]3[n:23][c:22]([n:19]4[cH:18]3)[cH:21][cH:20]cc4)[CH2:13][CH:14](C)[CH3:15])[cH:5][cH:4]1.OC(C=[CH2:29])=O>>[CH3:7][N:8]([C:26]([CH:25]=[CH2:29])=[O:27])[C@H:9]1[CH2:24][C@H:11]([O:2][c:20]2[c:21]([c:22]3[n:19][c:18](N[c:14]4[cH:13][n:12]([CH3:1])n[cH:15]4)n2)[c:16]([c:28]5[c:3](F)[cH:4][cH:5][cH:6]n5)[cH:17][nH:23]3)[CH2:10]1. Starting materials: Br, O=N[O-], Nc1cccc2cnccc12, [NH4+], [Na+], [OH-], O. Product: Brc1cccc2cnccc12. As a reaction SMILES: [BrH:18].[N:12]([O-:13])=[O:14].[NH2:1][c:2]1[c:3]2[cH:4][cH:5][n:6][cH:7][c:8]2[cH:9][cH:10][cH:11]1.[NH4+:17].[Na+:15].[OH-:16].[OH2:19]>>[c:2]1([Br:18])[c:3]2[cH:4][cH:5][n:6][cH:7][c:8]2[cH:9][cH:10][cH:11]1. Starting materials: CC(C)(C)OC(=O)NC(Cc1cccc(O)c1)C(O)CNC1(c2cc(C(C)(C)C)ccn2)CC1, COC(=O)c1cc(C)nc(OCCCCOS(C)(=O)=O)c1. The product is COC(=O)c1cc(C)nc(OCCCCOc2cccc(CC(NC(=O)OC(C)(C)C)C(O)CNC3(c4cc(C(C)(C)C)ccn4)CC3)c2)c1. RXN SMILES: [C:1]([CH3:2])([CH3:3])([CH3:4])[O:5][C:6]([NH:7][CH:8]([CH:9]([CH2:10][NH:11][C:12]1([c:15]2[n:16][cH:17][cH:18][c:19]([C:21]([CH3:22])([CH3:23])[CH3:24])[cH:20]2)[CH2:13][CH2:14]1)[OH:25])[CH2:26][c:27]1[cH:28][c:29]([OH:33])[cH:30][cH:31][cH:32]1)=[O:34].[CH3:35][O:36][C:37]([c:38]1[cH:39][c:40]([O:45][CH2:46][CH2:47][CH2:48][CH2:49][O:50][S:51]([CH3:52])(=[O:53])=[O:54])[n:41][c:42]([CH3:44])[cH:43]1)=[O:55]>>[C:1]([CH3:2])([CH3:3])([CH3:4])[O:5][C:6]([NH:7][CH:8]([CH:9]([CH2:10][NH:11][C:12]1([c:15]2[n:16][cH:17][cH:18][c:19]([C:21]([CH3:22])([CH3:23])[CH3:24])[cH:20]2)[CH2:13][CH2:14]1)[OH:25])[CH2:26][c:27]1[cH:28][c:29]([O:33][CH2:49][CH2:48][CH2:47][CH2:46][O:45][c:40]2[cH:39][c:38]([C:37]([O:36][CH3:35])=[O:55])[cH:43][c:42]([CH3:44])[n:41]2)[cH:30][cH:31][cH:32]1)=[O:34].